Task: describe an organic reaction: reactants, conditions, products, and yield. Dataset: the Open Reaction Database (ORD), a public repository of structured organic reaction records The reactants are C1COCCO1, CSc1ncc(O)cc1C, FC(F)Cl, [Na+], [OH-], O. RXN SMILES: [CH2:17]1[O:18][CH2:19][CH2:20][O:21][CH2:22]1.[CH3:3][c:4]1[cH:5][c:6]([OH:12])[cH:7][n:8][c:9]1[S:10][CH3:11].[Cl:13][CH:14]([F:15])[F:16].[Na+:2].[OH-:1].[OH2:23]>>[CH3:3][c:4]1[cH:5][c:6]([O:12][CH:14]([F:15])[F:16])[cH:7][n:8][c:9]1[S:10][CH3:11]. Yields the product CSc1ncc(OC(F)F)cc1C. Reactants: FC(C=1C=CC2=C(C(=NCC=3N2C(=NN3)CCl)C3=C(C=CC=C3)Cl)C1)(F)F (8-(trifluoromethyl)-1-(chloromethyl)-6-(o-chlorophenyl)-4H-s-triazolo[4,3-a]-[1,4]benzodiazepine), [I-].[K+] (potassium iodide), C(C=C)N (allylamine). Solvent: O1CCCC1 (tetrahydrofuran). Product: ClC1=C(C=CC=C1)C1=NCC=2N(C3=C1C=CC=C3)C=NN2 (6-(o-chlorophenyl)-4H-s-triazolo[4,3-a]-[1,4]benzodiazepine). Reaction SMILES: FC(F)(F)[C:3]1[CH:4]=[CH:5][C:6]2[N:12]3[C:13](CCl)=[N:14][N:15]=[C:11]3[CH2:10][N:9]=[C:8]([C:18]3[CH:23]=[CH:22][CH:21]=[CH:20][C:19]=3[Cl:24])[C:7]=2[CH:25]=1.[I-].[K+].C(N)C=C>O1CCCC1>[Cl:24][C:19]1[CH:20]=[CH:21][CH:22]=[CH:23][C:18]=1[C:8]1[C:7]2[CH:25]=[CH:3][CH:4]=[CH:5][C:6]=2[N:12]2[CH:13]=[N:14][N:15]=[C:11]2[CH2:10][N:9]=1 |f:1.2|. Procedure: In the manner given in Example 31, 8-(trifluoromethyl)-1-(chloromethyl)-6-(o-chlorophenyl)-4H-s-triazolo[4,3-a]-[1,4]benzodiazepine, potassium iodide and allylamine in tetrahydrofuran are reacted to give 8-(trifluoromethyl)-1-(allylamino)methyl]-6-(o-chlorophenyl)-4H-s-triazolo[4,3-a]-[1,4]benzodiazepine.